describe an organic reaction: reactants, conditions, products, and yield From a dataset of the Open Reaction Database (ORD), a public repository of structured organic reaction records. Product: C(C)OC(=O)C1(CCCC1)C=1OC2=C(C1Br)C=C(C=C2)CN2C(=NC=1C2=NC(=CC1C)C)CC (1-[3-bromo-5-(2-ethyl-5,7-dimethylimidazo[4, 5-b]pyridin-3-ylmethyl)benzofuran-2-yl]cyclopentane carboxylic acid ethyl ester). Starting materials: C(C)OC(=O)C1(CCCC1)C=1OC2=C(C1Br)C=C(C=C2)CBr (1-(3-bromo-5-bromomethylbenzofuran-2-yl)-cyclopentane carboxylic acid ethyl ester), C(C)OC(=O)C1(CCCC1)C=1OC2=C(C1Br)C=C(C=C2)CBr (1-(3-bromo-5-bromomethylbenzofuran-2-yl)-cyclopentane carboxylic acid ethyl ester), C(C)C=1NC=2C(=NC(=CC2C)C)N1 (2-ethyl-5,7-dimethylimidazo[4,5-b]pyridine). Reaction SMILES: [CH2:1]([O:3][C:4]([C:6]1([C:11]2[O:12][C:13]3[CH:20]=[CH:19][C:18]([CH2:21]Br)=[CH:17][C:14]=3[C:15]=2[Br:16])[CH2:10][CH2:9][CH2:8][CH2:7]1)=[O:5])[CH3:2].[CH2:23]([C:25]1[NH:26][C:27]2[C:28]([N:35]=1)=[N:29][C:30]([CH3:34])=[CH:31][C:32]=2[CH3:33])[CH3:24]>>[CH2:1]([O:3][C:4]([C:6]1([C:11]2[O:12][C:13]3[CH:20]=[CH:19][C:18]([CH2:21][N:35]4[C:28]5=[N:29][C:30]([CH3:34])=[CH:31][C:32]([CH3:33])=[C:27]5[N:26]=[C:25]4[CH2:23][CH3:24])=[CH:17][C:14]=3[C:15]=2[Br:16])[CH2:10][CH2:9][CH2:8][CH2:7]1)=[O:5])[CH3:2]. Procedure details: The product of Step 6, above (60), was alkylated as described in Example 12, Step 3 using 2-ethyl-5,7-dimethylimidazo[4,5-b]pyridine (7) to obtain the title compound (61). The product is COc1csc(S(N)(=O)=O)c1. As a reaction SMILES: [CH2:17]([N+:18]([CH2:19][CH2:20][CH2:21][CH3:22])([CH2:23][CH2:24][CH2:25][CH3:26])[CH2:27][CH2:28][CH2:29][CH3:30])[CH2:31][CH2:32][CH3:33].[CH2:34]1[O:35][CH2:36][CH2:37][CH2:38]1.[CH3:1][Si:2]([c:3]1[c:4]([O:12][CH3:13])[cH:5][c:6]([S:8](=[O:9])(=[O:10])[NH2:11])[s:7]1)([CH3:14])[CH3:15].[F-:16]>>[cH:3]1[c:4]([O:12][CH3:13])[cH:5][c:6]([S:8](=[O:9])(=[O:10])[NH2:11])[s:7]1. Reactants: CCCC[N+](CCCC)(CCCC)CCCC, C1CCOC1, COc1cc(S(N)(=O)=O)sc1[Si](C)(C)C, [F-].